From a dataset of the Open Reaction Database (ORD), a public repository of structured organic reaction records. describe an organic reaction: reactants, conditions, products, and yield Reactants: [OH-].[Na+] (sodium hydroxide), I[Si](C)(C)C (iodotrimethylsilane), S(=S)(=O)([O-])[O-].[Na+].[Na+] (sodium thiosulfate), COC(C1=C(C=CC=C1)OC1=C(C(=CC=C1)OCCCOC1=C(C=C(C(=C1)OCC1=CC=CC=C1)B1OC(C(O1)(C)C)(C)C)CC)CCC)=O (2-(3-{3-[5-benzyloxy-2-ethyl-4-(4,4,5,5-tetramethyl-[1,3,2]dioxaborolan-2-yl)phenoxy]propoxy}-2-propylphenoxy)benzoic acid methyl ester), CC1=NOC(=C1I)C (3,5-dimethyl-4-iodoisoxazole), C([O-])([O-])=O.[Cs+].[Cs+] (cesium carbonate), oxygenated toluene, CC1=NOC(=C1I)C (3,5-dimethyl-4-iodoisoxazole), C([O-])([O-])=O.[Cs+].[Cs+] (cesium carbonate), I[Si](C)(C)C (iodotrimethylsilane). The reagents and catalysts are C1=CC=C(C=C1)P([C-]2C=CC=C2)C3=CC=CC=C3.C1=CC=C(C=C1)P([C-]2C=CC=C2)C3=CC=CC=C3.Cl[Pd]Cl.[Fe+2] (PdCl2(dppf)), C1=CC=C(C=C1)P([C-]2C=CC=C2)C3=CC=CC=C3.C1=CC=C(C=C1)P([C-]2C=CC=C2)C3=CC=CC=C3.Cl[Pd]Cl.[Fe+2] (PdCl2(dppf)). Run in CCOCC (ether). Reaction conditions: temperature 95 celsius, time 20 hour. The product is [Na+].CC1=NOC(=C1C1=CC(=C(OCCCOC=2C(=C(OC3=C(C(=O)[O-])C=CC=C3)C=CC2)CCC)C=C1O)CC)C (2-(3-{3-[4-(3,5-Dimethylisoxazol-4-yl)-2-ethyl-5-hydroxyphenoxy]propoxy}-2-propylphenoxy)benzoic acid sodium salt). Yield: 23.0%. As a reaction SMILES: C[O:2][C:3](=[O:50])[C:4]1[CH:9]=[CH:8][CH:7]=[CH:6][C:5]=1[O:10][C:11]1[CH:16]=[CH:15][CH:14]=[C:13]([O:17][CH2:18][CH2:19][CH2:20][O:21][C:22]2[CH:27]=[C:26]([O:28]CC3C=CC=CC=3)[C:25](B3OC(C)(C)C(C)(C)O3)=[CH:24][C:23]=2[CH2:45][CH3:46])[C:12]=1[CH2:47][CH2:48][CH3:49].[CH3:51][C:52]1[C:56](I)=[C:55]([CH3:58])[O:54][N:53]=1.C(=O)([O-])[O-].[Cs+].[Cs+].I[Si](C)(C)C.S([O-])([O-])(=O)=S.[Na+:75].[Na+].[OH-].[Na+]>CCOCC.C1C=CC(P(C2C=CC=CC=2)[C-]2C=CC=C2)=CC=1.C1C=CC(P(C2C=CC=CC=2)[C-]2C=CC=C2)=CC=1.Cl[Pd]Cl.[Fe+2]>[Na+:75].[CH3:51][C:52]1[C:56]([C:25]2[C:26]([OH:28])=[CH:27][C:22]([O:21][CH2:20][CH2:19][CH2:18][O:17][C:13]3[C:12]([CH2:47][CH2:48][CH3:49])=[C:11]([CH:16]=[CH:15][CH:14]=3)[O:10][C:5]3[CH:6]=[CH:7][CH:8]=[CH:9][C:4]=3[C:3]([O-:50])=[O:2])=[C:23]([CH2:45][CH3:46])[CH:24]=2)=[C:55]([CH3:58])[O:54][N:53]=1 |f:2.3.4,6.7.8,9.10,12.13.14.15,16.17|. Procedure: A mixture of 2-(3-{3-[5-benzyloxy-2-ethyl-4-(4,4,5,5-tetramethyl-[1,3,2]dioxaborolan-2-yl)phenoxy]propoxy}-2-propylphenoxy)benzoic acid methyl ester (305 mg, 0.448 mmol), 3,5-dimethyl-4-iodoisoxazole (110 mg, 0.493 mmol), cesium carbonate (293 mg, 0.899 mmol), and PdCl2(dppf) (15 mg, 0.018 mmol) in de-oxygenated toluene (10 mL) was heated at 95° C. for 10 h. Additional portions of 3,5-dimethyl-4-iodoisoxazole (110 mg), cesium carbonate (260 mg), and PdCl2(dppf) (˜15 mg) were added and heating co... Starting materials: C(C1=CC=CC=C1)OC1=C2N(C(=NC1=O)CC1(CCCC1)C1=CC=CC=C1)CCN(C2=O)C2CC2 (9-benzyloxy-2-cyclopropyl-6-(1-phenyl-cyclopentylmethyl)-3,4-dihydro-2H-pyrazino[1,2-c]pyrimidine-1,8-dione), C1(CCC1)N(C(=O)C1=NC(=NC(=C1OCC1=CC=CC=C1)O)CC1(CCCC1)C1=CC=CC=C1)CCO (5-benzyloxy-6-hydroxy-2-(1-phenyl-cyclopentylmethyl)-pyrimidine-4-carboxylic acid cyclobutyl-(2-hydroxyethyl)-amide). Yields the product C(C1=CC=CC=C1)OC1=C2N(C(=NC1=O)CC1(CCCC1)C1=CC=CC=C1)CCN(C2=O)C2CCC2 (9-Benzyloxy-2-cyclobutyl-6-(1-phenyl-cyclopentylmethyl)-3,4-dihydro-2H-pyrazino[1,2-c]pyrimidine-1,8-dione). The yield is 38.1%. As a reaction SMILES: C(OC1C(=O)N=C(CC2(C3C=CC=CC=3)CCCC2)N2CCN(C3CC3)C(=O)C=12)C1C=CC=CC=1.[CH:36]1([N:40]([CH2:70][CH2:71]O)[C:41]([C:43]2[C:48]([O:49][CH2:50][C:51]3[CH:56]=[CH:55][CH:54]=[CH:53][CH:52]=3)=[C:47]([OH:57])[N:46]=[C:45]([CH2:58][C:59]3([C:64]4[CH:69]=[CH:68][CH:67]=[CH:66][CH:65]=4)[CH2:63][CH2:62][CH2:61][CH2:60]3)[N:44]=2)=[O:42])[CH2:39][CH2:38][CH2:37]1>>[CH2:50]([O:49][C:48]1[C:47](=[O:57])[N:46]=[C:45]([CH2:58][C:59]2([C:64]3[CH:69]=[CH:68][CH:67]=[CH:66][CH:65]=3)[CH2:63][CH2:62][CH2:61][CH2:60]2)[N:44]2[CH2:71][CH2:70][N:40]([CH:36]3[CH2:39][CH2:38][CH2:37]3)[C:41](=[O:42])[C:43]=12)[C:51]1[CH:56]=[CH:55][CH:54]=[CH:53][CH:52]=1. Procedure details: This compound was prepared following the same method as described for 9-benzyloxy-2-cyclopropyl-6-(1-phenyl-cyclopentylmethyl)-3,4-dihydro-2H-pyrazino[1,2-c]pyrimidine-1,8-dione (286) from 5-benzyloxy-6-hydroxy-2-(1-phenyl-cyclopentylmethyl)-pyrimidine-4-carboxylic acid cyclobutyl-(2-hydroxyethyl)-amide (293) (100 mg, 0.19 mmol). The product was obtained as a white solid (35 mg, 36.3%). Starting materials: C(C)N1C=C(C(C2=C(C(=C(C(=C12)F)F)F)F)=O)C(=O)O (1-ethyl-5,6,7,8-tetrafluoro-1,4-dihydro-4-oxo-3-quinolinecarboxylic acid), CC1NCCNC1 (2-methyl piperazine). Solvent: CN1C(CCC1)=O (1-methyl-2-pyrrolidone), CCOCC (ether). Conditions: time 18 hour. Product: C(C)N1C=C(C(C2=C(C(=C(C(=C12)F)N1CC(NCC1)C)F)F)=O)C(=O)O (1-Ethyl-5,6,8-trifluoro-1,4-dihydro-7-(3-methyl-1-piperazinyl)-4-oxo-3-quinolinecarboxylic acid). RXN SMILES: [CH2:1]([N:3]1[C:12]2[C:7](=[C:8]([F:16])[C:9]([F:15])=[C:10](F)[C:11]=2[F:13])[C:6](=[O:17])[C:5]([C:18]([OH:20])=[O:19])=[CH:4]1)[CH3:2].[CH3:21][CH:22]1[CH2:27][NH:26][CH2:25][CH2:24][NH:23]1>CN1CCCC1=O.CCOCC>[CH2:1]([N:3]1[C:12]2[C:7](=[C:8]([F:16])[C:9]([F:15])=[C:10]([N:26]3[CH2:25][CH2:24][NH:23][CH:22]([CH3:21])[CH2:27]3)[C:11]=2[F:13])[C:6](=[O:17])[C:5]([C:18]([OH:20])=[O:19])=[CH:4]1)[CH3:2]. Procedure details: A 289 mg portion of 1-ethyl-5,6,7,8-tetrafluoro-1,4-dihydro-4-oxo-3-quinolinecarboxylic acid was dissolved in 3 ml of 1-methyl-2-pyrrolidone. A 390 mg portion of 2-methyl piperazine was added, the mixture was stirred for 18 hours and then diluted with ether. The solid was collected, washed with hexane, dried and recrystallized from dichloromethane-acetone, giving 240 mg of solid. This solid was purified by chromatography, eluting with a gradient of chloroform-methanol-water and then a gradient o... Starting materials: COC1=C2CCNC(C2=CC=C1)=C/C(=N/[H])/C1=CC(=CC=C1)OC ((Z)-2-(5-methoxy-3,4-dihydroisoquinolin-1(2H)-ylidene)-1-(3-methoxyphenyl)ethanimine), COC1=C2CCN=C(C2=CC=C1)C (5-methoxy-1-methyl-3,4-dihydroisoquinoline), COC=1C=C(C#N)C=CC1 (3-methoxybenzonitrile), solution, [Li+].CC(C)[N-]C(C)C (LDA). Run in CCOCC (Et2O), CCOCC (Et2O). Conditions: temperature -30 celsius, time 30 minute. Product: COC1=C2CCN3C(C2=CC=C1)=CC(=NCC3=O)C3=CC(=CC=C3)OC (9-methoxy-2-(3-methoxyphenyl)-7,8-dihydro-[1,4]diazepino[7,1-a]isoquinolin-5(4H)-one). RXN SMILES: [CH3:1][O:2][C:3]1[CH:12]=[CH:11][CH:10]=[C:9]2[C:4]=1[CH2:5][CH2:6][NH:7][C:8]2=[CH:13]/[C:14](/[C:17]1[CH:22]=[CH:21][CH:20]=[C:19]([O:23][CH3:24])[CH:18]=1)=[N:15]/[H].C[O:26][C:27]1C=CC=C2[C:28]=1CCN=C2C.[Li+].CC([N-]C(C)C)C.COC1C=C(C=CC=1)C#N>CCOCC>[CH3:1][O:2][C:3]1[CH:12]=[CH:11][CH:10]=[C:9]2[C:4]=1[CH2:5][CH2:6][N:7]1[C:27](=[O:26])[CH2:28][N:15]=[C:14]([C:17]3[CH:22]=[CH:21][CH:20]=[C:19]([O:23][CH3:24])[CH:18]=3)[CH:13]=[C:8]12 |f:2.3|. Procedure: (Z)-2-(5-methoxy-3,4-dihydroisoquinolin-1(2H)-ylidene)-1-(3-methoxyphenyl)ethanimine. 1-1. A flask was charged with 5-methoxy-1-methyl-3,4-dihydroisoquinoline (3.0 g, 17.1 mmol) and Et2O (100 mL) under N2 and cooled to −30° C. A 2M solution of LDA (8.56 mL, 17.1 mmol) was added dropwise. The resulting brown suspension was stirred for 30 min at this temperature, and then cooled to −78° C. A solution of 3-methoxybenzonitrile (2.28 g, 17.1 mmol) in Et2O (25 mL) was added dropwise. The mixture was s... The reactants are aqueous solution, C([O-])([O-])=O.[Na+].[Na+] (sodium carbonate), BrC=1C=C(C=CC1)I (3-bromoiodobenzene), C1(=CC=CC=C1)C1=CC2=C(OC3=C2C=C(C=C3)C3=CC=CC=C3)C(=C1)B(O)O (2,8-diphenyldibenzofuran-4-boronic acid). The reagents and catalysts are C=1C=CC(=CC1)[P](C=2C=CC=CC2)(C=3C=CC=CC3)[Pd]([P](C=4C=CC=CC4)(C=5C=CC=CC5)C=6C=CC=CC6)([P](C=7C=CC=CC7)(C=8C=CC=CC8)C=9C=CC=CC9)[P](C=1C=CC=CC1)(C=1C=CC=CC1)C=1C=CC=CC1 (tetrakis(triphenylphosphine)palladium(0)). The solvent is C1(=CC=CC=C1)C (toluene), C1(=CC=CC=C1)C (toluene). Conditions: temperature 110 celsius. Product: BrC=1C=C(C=CC1)C1=CC(=CC2=C1OC1=C2C=C(C=C1)C1=CC=CC=C1)C1=CC=CC=C1 (4-(3-bromophenyl)-2,8-diphenyldibenzofuran). The yield is 42.1%. Reaction SMILES: [Br:1][C:2]1[CH:3]=[C:4](I)[CH:5]=[CH:6][CH:7]=1.[C:9]1([C:15]2[CH:33]=[C:32](B(O)O)[C:18]3[O:19][C:20]4[CH:25]=[CH:24][C:23]([C:26]5[CH:31]=[CH:30][CH:29]=[CH:28][CH:27]=5)=[CH:22][C:21]=4[C:17]=3[CH:16]=2)[CH:14]=[CH:13][CH:12]=[CH:11][CH:10]=1.C(=O)([O-])[O-].[Na+].[Na+]>C1(C)C=CC=CC=1.C1C=CC([P]([Pd]([P](C2C=CC=CC=2)(C2C=CC=CC=2)C2C=CC=CC=2)([P](C2C=CC=CC=2)(C2C=CC=CC=2)C2C=CC=CC=2)[P](C2C=CC=CC=2)(C2C=CC=CC=2)C2C=CC=CC=2)(C2C=CC=CC=2)C2C=CC=CC=2)=CC=1>[Br:1][C:2]1[CH:3]=[C:4]([C:25]2[C:20]3[O:19][C:18]4[CH:32]=[CH:33][C:15]([C:9]5[CH:14]=[CH:13][CH:12]=[CH:11][CH:10]=5)=[CH:16][C:17]=4[C:21]=3[CH:22]=[C:23]([C:26]3[CH:27]=[CH:28][CH:29]=[CH:30][CH:31]=3)[CH:24]=2)[CH:5]=[CH:6][CH:7]=1 |f:2.3.4,^1:53,55,74,93|. Procedure details: In a 100 mL three-neck flask were put 1.7 g (6.0 mmol) of 3-bromoiodobenzene and 2.2 g (6.0 mmol) of 2,8-diphenyldibenzofuran-4-boronic acid. The air in the flask was replaced with nitrogen. To this mixture were added 30 mL of toluene and 6.0 mL of an aqueous solution of sodium carbonate (2.0 mol/L). While the pressure was reduced, this mixture was stirred to be degassed. To this mixture was added 0.35 g (0.30 mmol) of tetrakis(triphenylphosphine)palladium(0), and the mixture was refluxed at 110... The reactants are O=C1N(Cc2ccc(Cl)s2)c2ccccc2C1(O)c1cc(OCc2ccccc2)ccc1O, CC[SiH](CC)CC, ClCCl, O=C(O)C(F)(F)F. Yields the product O=C1C(c2cc(OCc3ccccc3)ccc2O)c2ccccc2N1Cc1ccc(Cl)s1. RXN SMILES: [CH2:1]([c:2]1[cH:3][cH:4][cH:5][cH:6][cH:7]1)[O:8][c:9]1[cH:10][cH:11][c:12]([OH:33])[c:13]([C:15]2([OH:32])[C:16](=[O:31])[N:17]([CH2:24][c:25]3[s:26][c:27]([Cl:30])[cH:28][cH:29]3)[c:18]3[cH:19][cH:20][cH:21][cH:22][c:23]32)[cH:14]1.[CH2:41]([SiH:42]([CH2:43][CH3:44])[CH2:45][CH3:46])[CH3:47].[Cl:48][CH2:49][Cl:50].[OH:34][C:35]([C:36]([F:37])([F:38])[F:39])=[O:40]>>[CH2:1]([c:2]1[cH:3][cH:4][cH:5][cH:6][cH:7]1)[O:8][c:9]1[cH:10][cH:11][c:12]([OH:33])[c:13]([CH:15]2[C:16](=[O:31])[N:17]([CH2:24][c:25]3[s:26][c:27]([Cl:30])[cH:28][cH:29]3)[c:18]3[cH:19][cH:20][cH:21][cH:22][c:23]32)[cH:14]1. Starting materials: CC(CO)C (2-methylpropanol), C(CCC)[Sn](CI)(CCCC)CCCC (tributyl-iodomethyl-tin), [H-].[Na+] (sodium hydride), O1CCCC1 (tetrahydrofuran). Solvent: CN(C=O)C (N,N-dimethylformamide), O (water), CCCCCCC (heptane). Conditions: time 1 hour. The product is C(CCC)[Sn](COCC(C)C)(CCCC)CCCC (Tributyl-(2-methylpropoxy)methyl-tin). The yield is 95.7%. Reaction SMILES: [H-].[Na+].O1CCCC1.[CH3:8][CH:9]([CH3:12])[CH2:10][OH:11].[CH2:13]([Sn:17]([CH2:24][CH2:25][CH2:26][CH3:27])([CH2:20][CH2:21][CH2:22][CH3:23])[CH2:18]I)[CH2:14][CH2:15][CH3:16]>O.CCCCCCC.CN(C)C=O>[CH2:24]([Sn:17]([CH2:13][CH2:14][CH2:15][CH3:16])([CH2:20][CH2:21][CH2:22][CH3:23])[CH2:18][O:11][CH2:10][CH:9]([CH3:12])[CH3:8])[CH2:25][CH2:26][CH3:27] |f:0.1|. Procedure: To a mixture of sodium hydride (66%, 250 mg, 7.0 mmol) and tetrahydrofuran (20 ml) were added 2-methylpropanol (0.69 ml, 7.4 mmol) and N,N-dimethylformamide (20 ml) at 0° C. (external temperature). Then, the reaction mixture was stirred at room temperature for 1 hour. To the reaction mixture was added dropwise tributyl-iodomethyl-tin (2.0 g, 4.6 mmol) at 0° C. (external temperature). Then, the reaction mixture was stirred at room temperature for 5 hours and a half. To the reaction mixture were a... Starting materials: CN(C)c1cc(NC(=O)CBr)c(O)c2c1CC1CC3C(N(C)C)C(O)=C(C(N)=O)C(=O)C3(O)C(O)=C1C2=O, CN1CCCN(C)C1=O, CC#N, CC(C)NO, [Na+], [Na+], O=C([O-])[O-]. Product: CC(C)N(O)CC(=O)Nc1cc(N(C)C)c2c(c1O)C(=O)C1=C(O)C3(O)C(=O)C(C(N)=O)=C(O)C(N(C)C)C3CC1C2. Reaction SMILES: [Br:12][CH2:13][C:14](=[O:15])[NH:16][c:17]1[cH:18][c:19]([N:47]([CH3:48])[CH3:49])[c:20]2[c:33]([c:34]1[OH:35])[C:32](=[O:36])[C:31]1=[C:30]([OH:37])[C:29]3([OH:38])[CH:24]([CH2:23][CH:22]1[CH2:21]2)[CH:25]([N:44]([CH3:45])[CH3:46])[C:26]([OH:43])=[C:27]([C:40](=[O:41])[NH2:42])[C:28]3=[O:39].[CH3:50][N:51]1[CH2:52][CH2:53][CH2:54][N:55]([CH3:56])[C:57]1=[O:58].[CH3:59][C:60]#[N:61].[CH:1]([CH3:2])([CH3:3])[NH:4][OH:5].[Na+:6].[Na+:7].[O-:8][C:9](=[O:10])[O-:11]>>[CH:1]([CH3:2])([CH3:3])[N:4]([OH:5])[CH2:13][C:14](=[O:15])[NH:16][c:17]1[cH:18][c:19]([N:47]([CH3:48])[CH3:49])[c:20]2[c:33]([c:34]1[OH:35])[C:32](=[O:36])[C:31]1=[C:30]([OH:37])[C:29]3([OH:38])[CH:24]([CH2:23][CH:22]1[CH2:21]2)[CH:25]([N:44]([CH3:45])[CH3:46])[C:26]([OH:43])=[C:27]([C:40](=[O:41])[NH2:42])[C:28]3=[O:39].